describe an organic reaction: reactants, conditions, products, and yield From a dataset of the Open Reaction Database (ORD), a public repository of structured organic reaction records. Reported procedure: (4-Isopropyl-1,3-thiazol-2-yl)methanol (5.20 g, 33.0 mmol) was dissolved in methylene chloride (100 ml), added with pyridinium dichromate (14.9 g, 39.7 mmol), and stirred at room temperature for 19 hours stirred. After insoluble solids were removed, the reaction solution was evaporated, and the residue was purified by silica gel column chromatography (chloroform) to obtain the title compound (3.32 g, 65%). Conditions: time 19 hour. Run in C(Cl)Cl (methylene chloride). Product: C(C)(C)C=1N=C(SC1)C=O (4-Isopropyl-1,3-thiazole-2-carbaldehyde). The yield is 64.8%. Starting materials: C(C)(C)C=1N=C(SC1)CO ((4-Isopropyl-1,3-thiazol-2-yl)methanol), [Cr](=O)(=O)([O-])O[Cr](=O)(=O)[O-].[NH+]1=CC=CC=C1.[NH+]1=CC=CC=C1 (pyridinium dichromate). RXN SMILES: [CH:1]([C:4]1[N:5]=[C:6]([CH2:9][OH:10])[S:7][CH:8]=1)([CH3:3])[CH3:2].[Cr](O[Cr]([O-])(=O)=O)([O-])(=O)=O.[NH+]1C=CC=CC=1.[NH+]1C=CC=CC=1>C(Cl)Cl>[CH:1]([C:4]1[N:5]=[C:6]([CH:9]=[O:10])[S:7][CH:8]=1)([CH3:3])[CH3:2] |f:1.2.3|. The reactants are CC#N, CCOC(C)=O, [K+], [K+], CCOC(=O)c1csc(-c2ccc3c(c2)NCC3)n1, O=C([O-])[O-], O=C(Nc1nc2ccccc2s1)Oc1ccc([N+](=O)[O-])cc1. The product is CCOC(=O)c1csc(-c2ccc3c(c2)N(C(=O)Nc2nc4ccccc4s2)CC3)n1. As a reaction SMILES: [CH3:48][C:49]#[N:50].[CH3:51][CH2:52][O:53][C:54]([CH3:55])=[O:56].[K+:20].[K+:21].[NH:1]1[CH2:2][CH2:3][c:4]2[cH:5][cH:6][c:7](-[c:10]3[s:11][cH:12][c:13]([C:15](=[O:16])[O:17][CH2:18][CH3:19])[n:14]3)[cH:8][c:9]21.[O-:22][C:23]([O-:24])=[O:25].[s:26]1[c:27]([NH:35][C:36]([O:37][c:39]2[cH:40][cH:41][c:42]([N+:43]([O-:44])=[O:45])[cH:46][cH:47]2)=[O:38])[n:28][c:29]2[c:30]1[cH:31][cH:32][cH:33][cH:34]2>>[N:1]1([C:36]([NH:35][c:27]2[s:26][c:30]3[c:29]([n:28]2)[cH:34][cH:33][cH:32][cH:31]3)=[O:37])[CH2:2][CH2:3][c:4]2[cH:5][cH:6][c:7](-[c:10]3[s:11][cH:12][c:13]([C:15](=[O:16])[O:17][CH2:18][CH3:19])[n:14]3)[cH:8][c:9]21.